Dataset: the Open Reaction Database (ORD), a public repository of structured organic reaction records. Task: describe an organic reaction: reactants, conditions, products, and yield Starting materials: hydrochloride salt, ClCC(=O)N1C=2N(C(=C(C1)C)C1=CC(=CC=C1)C(F)(F)F)N=CC2C#N (4-(chloroacetyl)-7-[3(trifluoromethyl)phenyl]-4,5-dihydro-6methylpyrazolo[1,5-a]pyrimidine-3-carbonitrile), FC(C=1C=C(CN2CCNCC2)C=CC1)(F)F (3(trifluoromethyl)benzylpiperazine), C([O-])([O-])=O.[K+].[K+] (potassium carbonate). Run in C1(=CC=CC=C1)C (toluene). The product is Cl.CC=1CN(C=2N(C1C1=CC(=CC=C1)C(F)(F)F)N=CC2C#N)C(CN2CCN(CC2)CC2=CC(=CC=C2)C(F)(F)F)=O (4,5-Dihydro-6-methyl-7-[3-(trifluoromethyl)phenyl]-4[[4[[3-(trifluoromethyl)phenyl]methyl]1-piperazinyl]acetyl]pyrazolo[1,5-a]pyrimidine3-carbonitrile, hydrochloride). RXN SMILES: [Cl:1][CH2:2][C:3]([N:5]1[CH2:10][C:9]([CH3:11])=[C:8]([C:12]2[CH:17]=[CH:16][CH:15]=[C:14]([C:18]([F:21])([F:20])[F:19])[CH:13]=2)[N:7]2[N:22]=[CH:23][C:24]([C:25]#[N:26])=[C:6]12)=[O:4].[F:27][C:28]([F:43])([F:42])[C:29]1[CH:30]=[C:31]([CH:39]=[CH:40][CH:41]=1)[CH2:32][N:33]1[CH2:38][CH2:37][NH:36][CH2:35][CH2:34]1.C(=O)([O-])[O-].[K+].[K+]>C1(C)C=CC=CC=1>[ClH:1].[CH3:11][C:9]1[CH2:10][N:5]([C:3](=[O:4])[CH2:2][N:36]2[CH2:35][CH2:34][N:33]([CH2:32][C:31]3[CH:39]=[CH:40][CH:41]=[C:29]([C:28]([F:42])([F:43])[F:27])[CH:30]=3)[CH2:38][CH2:37]2)[C:6]2[N:7]([N:22]=[CH:23][C:24]=2[C:25]#[N:26])[C:8]=1[C:12]1[CH:17]=[CH:16][CH:15]=[C:14]([C:18]([F:21])([F:20])[F:19])[CH:13]=1 |f:2.3.4,6.7|. Reported procedure: A mixture of 1.83 g of 4-(chloroacetyl)-7-[3(trifluoromethyl)phenyl]-4,5-dihydro-6methylpyrazolo[1,5-a]pyrimidine-3-carbonitrile, 1,5 g of 3(trifluoromethyl)benzylpiperazine, 2 g of potassium carbonate and 60 ml of toluene was reacted as described in Example 16, giving the base form of the product, which was converted to the hydrochloride salt by the procedure of Example 97, giving 1.78 g, mp 195°-198°. The reactants are [Br-], CC1=Cc2c(Br)cccc2C1, CCOCC, FC(F)(F)c1cc([Mg+])cc(C(F)(F)F)c1. The product is CC1=Cc2c(cccc2-c2cc(C(F)(F)F)cc(C(F)(F)F)c2)C1. Reaction SMILES: [Br-:12].[Br:1][c:2]1[c:3]2[c:7]([cH:8][cH:9][cH:10]1)[CH2:6][C:5]([CH3:11])=[CH:4]2.[CH3:28][CH2:29][O:30][CH2:31][CH3:32].[F:13][C:14]([c:15]1[cH:16][c:17]([Mg+:25])[cH:18][c:19]([C:21]([F:22])([F:23])[F:24])[cH:20]1)([F:26])[F:27]>>[c:2]1(-[c:17]2[cH:16][c:15]([C:14]([F:13])([F:26])[F:27])[cH:20][c:19]([C:21]([F:22])([F:23])[F:24])[cH:18]2)[c:3]2[c:7]([cH:8][cH:9][cH:10]1)[CH2:6][C:5]([CH3:11])=[CH:4]2. Yield: 136.4%. Reaction SMILES: [Br:1][C:2]1[C:7]2[N:8]=[CH:9][NH:10][C:6]=2[CH:5]=[C:4]([NH:11][C:12]2[NH:13][CH2:14][CH2:15][N:16]=2)[CH:3]=1.[Br:17]Br.CO.CCOC(C)=O>CC(O)=O>[Br:17][C:5]1[C:6]2[NH:10][CH:9]=[N:8][C:7]=2[C:2]([Br:1])=[CH:3][C:4]=1[NH:11][C:12]1[NH:13][CH2:14][CH2:15][N:16]=1 |f:2.3|. Procedure: To a solution of 7-bromo-5-(2-imidazolin-2-ylamino)benzimidazole (0.6 g, 2.10 mmol) in 10 ml of AcOH was added Br2 (0.057 ml, 1.1 mmol) in a portion. The resulting reaction mixture was stirred for 1 h at 25° C. Concentration of reaction mixture in vacuo yields a brown oil which was subjected to column chromatography (30% NH_sat'd MeOH/EtOAc) to provides 0.28 g (1.5 mmol, 71%) of the desired product. The product obtained was recrystallized from MeOH to afford 0.22 g (56%) of the product as a ligh... The reactants are BrC1=CC(=CC2=C1N=CN2)NC=2NCCN2 (7-bromo-5-(2-imidazolin-2-ylamino)benzimidazole), BrBr (Br2), CO.CCOC(=O)C (MeOH EtOAc). Run at temperature 25 celsius, time 1 hour. Solvent: CC(=O)O (AcOH). Product: BrC1=C(C=C(C=2N=CNC21)Br)NC=2NCCN2 (4,7-Dibromo-5-(2-imidazolin-2-ylamino)benzimidazole).